From a dataset of the Open Reaction Database (ORD), a public repository of structured organic reaction records. describe an organic reaction: reactants, conditions, products, and yield Reactants: COC([C@@H](C)C=1C=C(C=C(C1)C(F)(F)F)C1=C(C=C(C=C1)C(F)(F)F)CNCC)=O ((S)-2-(2′-ethylaminomethyl-5,4′-bis-trifluoromethyl-biphenyl-3-yl)-propionic acid methyl ester), C(C1=CC=CC=C1)N=C=O (benzyl isocyanate). Product: COC([C@@H](C)C=1C=C(C=C(C1)C(F)(F)F)C1=C(C=C(C=C1)C(F)(F)F)CN(C(=O)NCC1=CC=CC=C1)CC)=O ((S)-2-[2′-(3-Benzyl-1-ethyl-ureidomethyl)-5,4′-bis-trifluoromethyl-biphenyl-3-yl]-propionic acid methyl ester). Reaction SMILES: [CH3:1][O:2][C:3](=[O:30])[C@H:4]([C:6]1[CH:7]=[C:8]([C:16]2[CH:21]=[CH:20][C:19]([C:22]([F:25])([F:24])[F:23])=[CH:18][C:17]=2[CH2:26][NH:27][CH2:28][CH3:29])[CH:9]=[C:10]([C:12]([F:15])([F:14])[F:13])[CH:11]=1)[CH3:5].[CH2:31]([N:38]=[C:39]=[O:40])[C:32]1[CH:37]=[CH:36][CH:35]=[CH:34][CH:33]=1>>[CH3:1][O:2][C:3](=[O:30])[C@H:4]([C:6]1[CH:7]=[C:8]([C:16]2[CH:21]=[CH:20][C:19]([C:22]([F:23])([F:24])[F:25])=[CH:18][C:17]=2[CH2:26][N:27]([CH2:28][CH3:29])[C:39]([NH:38][CH2:31][C:32]2[CH:37]=[CH:36][CH:35]=[CH:34][CH:33]=2)=[O:40])[CH:9]=[C:10]([C:12]([F:14])([F:15])[F:13])[CH:11]=1)[CH3:5]. Procedure: (S)-2-(2′-ethylaminomethyl-5,4′-bis-trifluoromethyl-biphenyl-3-yl)-propionic acid methyl ester and benzyl isocyanate. Reactants: COc1cc(C(=O)N2CCC(CCOS(C)(=O)=O)(c3ccccc3)C2)cc(OC)c1OC, CC#N, CCOC(C)=O, CCN(C(C)C)C(C)C, ClCCl, I, c1ccc2[nH]c(NC3CCNCC3)nc2c1. Product: COc1cc(C(=O)N2CCC(CCN3CCC(Nc4nc5ccccc5[nH]4)CC3)(c3ccccc3)C2)cc(OC)c1OC. RXN SMILES: [CH3:1][O:2][c:3]1[cH:4][c:5]([C:6](=[O:7])[N:8]2[CH2:9][C:10]([CH2:13][CH2:14][O:15][S:16]([CH3:17])(=[O:18])=[O:19])([c:20]3[cH:21][cH:22][cH:23][cH:24][cH:25]3)[CH2:11][CH2:12]2)[cH:26][c:27]([O:31][CH3:32])[c:28]1[O:29][CH3:30].[CH3:59][C:60]#[N:61].[CH3:62][CH2:63][O:64][C:65](=[O:66])[CH3:67].[CH:50]([N:51]([CH2:52][CH3:53])[CH:54]([CH3:55])[CH3:56])([CH3:57])[CH3:58].[Cl:68][CH2:69][Cl:70].[IH:33].[nH:34]1[c:35]([NH:43][CH:44]2[CH2:45][CH2:46][NH:47][CH2:48][CH2:49]2)[n:36][c:37]2[c:38]1[cH:39][cH:40][cH:41][cH:42]2>>[CH3:1][O:2][c:3]1[cH:4][c:5]([C:6](=[O:7])[N:8]2[CH2:9][C:10]([CH2:13][CH2:14][N:47]3[CH2:46][CH2:45][CH:44]([NH:43][c:35]4[nH:34][c:38]5[c:37]([n:36]4)[cH:42][cH:41][cH:40][cH:39]5)[CH2:49][CH2:48]3)([c:20]3[cH:21][cH:22][cH:23][cH:24][cH:25]3)[CH2:11][CH2:12]2)[cH:26][c:27]([O:31][CH3:32])[c:28]1[O:29][CH3:30]. Starting materials: C(C)(C)(C)OC(N(C(=O)OC(C)(C)C)C1=N[C@]2([C@@H](S(C1(C)C)(=O)=O)CCCC1=C2C=C(C=C1)[N+](=O)[O-])C)=O (tert-butyl-N-((4aS,11bR)-10-nitro-3,3,11b-trimethyl-4,4-dioxido-3,4a,5,6,7,11b-hexahydrobenzo[3,4]cyclohepta[1,2-b][1,4]thiazin-2-yl)-N-tert-butoxycarbonyl-carbamate), [H][H] (hydrogen). Reagents/catalysts: [Pd] (palladium). Solvent: C1CCOC1 (THF). Product: C(C)(C)(C)OC(N(C(=O)OC(C)(C)C)C1=N[C@]2([C@@H](S(C1(C)C)(=O)=O)CCCC1=C2C=C(C=C1)N)C)=O (tert-butyl-N-((4aS,11bR)-10-amino-3,3,11b-trimethyl-4,4-dioxido-3,4a,5,6,7,11b-hexahydrobenzo[3,4]cyclohepta[1,2-b][1,4]thiazin-2-yl)-N-tert-butoxycarbonyl-carbamate). Yield: 97.8%. Reaction SMILES: [C:1]([O:5][C:6](=[O:38])[N:7]([C:15]1[C:20]([CH3:22])([CH3:21])[S:19](=[O:24])(=[O:23])[C@H:18]2[CH2:25][CH2:26][CH2:27][C:28]3[CH:33]=[CH:32][C:31]([N+:34]([O-])=O)=[CH:30][C:29]=3[C@@:17]2([CH3:37])[N:16]=1)[C:8]([O:10][C:11]([CH3:14])([CH3:13])[CH3:12])=[O:9])([CH3:4])([CH3:3])[CH3:2].[H][H]>C1COCC1.[Pd]>[C:1]([O:5][C:6](=[O:38])[N:7]([C:15]1[C:20]([CH3:22])([CH3:21])[S:19](=[O:24])(=[O:23])[C@H:18]2[CH2:25][CH2:26][CH2:27][C:28]3[CH:33]=[CH:32][C:31]([NH2:34])=[CH:30][C:29]=3[C@@:17]2([CH3:37])[N:16]=1)[C:8]([O:10][C:11]([CH3:12])([CH3:13])[CH3:14])=[O:9])([CH3:2])([CH3:3])[CH3:4]. Procedure: A solution of tert-butyl-N-((4aS,11bR)-10-nitro-3,3,11b-trimethyl-4,4-dioxido-3,4a,5,6,7,11b-hexahydrobenzo[3,4]cyclohepta[1,2-b][1,4]thiazin-2-yl)-N-tert-butoxycarbonyl-carbamate (125 mg, 0.227 mmol) in THF (2 ml) was hydrogenated in the presence of palladium (10% wt.) on activated carbon (48.2 mg, 0.045 mmol) for 1 h (hydrogen balloon). The mixture was filtered through plug of celite, filter cake was washed with EtOAc, filtrate was concentrated to afford tert-butyl-N-((4aS,11bR)-10-amino-3,3,1... Starting materials: B.C1CCOC1 (BH3/THF), BrC1=CC(=C(C=C1)N(CC(=O)O)CC(F)(F)F)C(F)(F)F (N-[4-bromo-2-(trifluoromethyl)phenyl]-N-(2,2,2-trifluoroethyl)glycine), B.C1CCOC1 (BH3/THF). The solvent is C1CCOC1 (THF), C1CCOC1 (THF). Conditions: time 3 minute. The product is BrC1=CC(=C(C=C1)N(CCO)CC(F)(F)F)C(F)(F)F (2-[[4-Bromo-2-(trifluoromethyl)phenyl](2,2,2-trifluoroethyl)amino]ethanol). The yield is 80.9%. RXN SMILES: [Br:1][C:2]1[CH:7]=[CH:6][C:5]([N:8]([CH2:13][C:14]([F:17])([F:16])[F:15])[CH2:9][C:10](O)=[O:11])=[C:4]([C:18]([F:21])([F:20])[F:19])[CH:3]=1.B.C1COCC1>C1COCC1>[Br:1][C:2]1[CH:7]=[CH:6][C:5]([N:8]([CH2:13][C:14]([F:16])([F:17])[F:15])[CH2:9][CH2:10][OH:11])=[C:4]([C:18]([F:19])([F:20])[F:21])[CH:3]=1 |f:1.2|. Procedure: To a solution of N-[4-bromo-2-(trifluoromethyl)phenyl]-N-(2,2,2-trifluoroethyl)glycine (1.50 g, 3.95 mmol) in dry THF (10 mL) at 0° C., under N2, was added a solution of BH3/THF in THF (6.6 mL, 1.8 M, 12 mmol), dropwise over 3 min. The cooling bath was removed and the mixture was stirred at rt. After 23 h, an additional portion of BH3/THF (2.2 mL, 4 mmol) was added and stirring was continued another 6 h. The mixture was cooled to 0° C., quenched by dropwise addition of 10% v/v HCl and poured int... The reactants are Oc1ccc(C2=CCCCCCC2)cc1, CCCCCCCCC(Br)C(=O)OCC, CCO, [Na]. Product: CCCCCCCCC(Oc1ccc(C2=CCCCCCC2)cc1)C(=O)OCC. Reaction SMILES: [C:2]1([c:10]2[cH:11][cH:12][c:13]([OH:16])[cH:14][cH:15]2)=[CH:3][CH2:4][CH2:5][CH2:6][CH2:7][CH2:8][CH2:9]1.[CH2:17]([CH3:18])[O:19][C:20]([CH:21]([CH2:22][CH2:23][CH2:24][CH2:25][CH2:26][CH2:27][CH2:28][CH3:29])[Br:30])=[O:31].[CH3:32][CH2:33][OH:34].[Na:1]>>[C:2]1([c:10]2[cH:11][cH:12][c:13]([O:16][CH:21]([C:20]([O:19][CH2:17][CH3:18])=[O:31])[CH2:22][CH2:23][CH2:24][CH2:25][CH2:26][CH2:27][CH2:28][CH3:29])[cH:14][cH:15]2)=[CH:3][CH2:4][CH2:5][CH2:6][CH2:7][CH2:8][CH2:9]1. The reactants are ClCC1=CC=C(COC2OCCCC2)C=C1 (2-(4-(chloromethyl)benzyloxy)tetrahydro-2H-pyran), [I-].[K+] (potassium iodide), C(CC(=O)C)(=O)OCC (Ethyl acetoacetate), [H-].[Na+] (sodium hydride). The solvent is C1CCOC1 (THF), C1CCOC1 (THF). Reaction conditions: time 1 hour. Yields the product O=C(C(C(=O)OCC)CC1=CC=C(C=C1)COC1OCCCC1)C (Ethyl 3-oxo-2-(4-((tetrahydro-2H-pyran-2-yloxy)methyl)benzyl)butanoate). Reaction SMILES: [C:1]([O:7][CH2:8][CH3:9])(=[O:6])[CH2:2][C:3]([CH3:5])=[O:4].[H-].[Na+].Cl[CH2:13][C:14]1[CH:27]=[CH:26][C:17]([CH2:18][O:19][CH:20]2[CH2:25][CH2:24][CH2:23][CH2:22][O:21]2)=[CH:16][CH:15]=1.[I-].[K+]>C1COCC1>[O:4]=[C:3]([CH3:5])[CH:2]([CH2:13][C:14]1[CH:15]=[CH:16][C:17]([CH2:18][O:19][CH:20]2[CH2:25][CH2:24][CH2:23][CH2:22][O:21]2)=[CH:26][CH:27]=1)[C:1]([O:7][CH2:8][CH3:9])=[O:6] |f:1.2,4.5|. Reported procedure: Ethyl acetoacetate (11.7 ml) was added to a stirred suspension of sodium hydride (60% disp. in oil, 3.8 g) in THF (200 ml) at 0° C. under nitrogen. After 1 h, a solution of 2-(4-(chloromethyl)benzyloxy)tetrahydro-2H-pyran (22.2 g) in THF (50 ml) was added, the mixture warmed to rt, then potassium iodide (16 g) added and heated under reflux for 48 h. The mixture was partitioned between water and ether, the organics separated, washed with water, dried and evaporated under reduced pressure. The res... The reactants are COC1=C(C(=O)N[C@@H]2C(N([C@H]2C)OCC2=CC=CC=C2)=O)C(=CC=C1)OC ((3S-trans)-3-[(2,6-dimethoxybenzoyl)amino]-4-methyl-1-[(phenylmethyl)oxy]-2-azetidinone), C1=CCC=CC1 (1,4-cyclohexadiene). Reagents/catalysts: [Pd] (palladium black). The solvent is C(C)O (ethanol). Yields the product COC1=C(C(=O)N[C@@H]2C(N([C@H]2C)O)=O)C(=CC=C1)OC ((3S-trans)-3-[(2,6-Dimethoxybenzoyl)amino]-1-hydroxy-4-methyl-2-azetidinone). RXN SMILES: [CH3:1][O:2][C:3]1[CH:25]=[CH:24][CH:23]=[C:22]([O:26][CH3:27])[C:4]=1[C:5]([NH:7][C@H:8]1[C@H:11]([CH3:12])[N:10]([O:13]CC2C=CC=CC=2)[C:9]1=[O:21])=[O:6].C1CC=CCC=1>C(O)C.[Pd]>[CH3:27][O:26][C:22]1[CH:23]=[CH:24][CH:25]=[C:3]([O:2][CH3:1])[C:4]=1[C:5]([NH:7][C@H:8]1[C@H:11]([CH3:12])[N:10]([OH:13])[C:9]1=[O:21])=[O:6]. Procedure details: To a stirred solution of (3S-trans)-3-[(2,6-dimethoxybenzoyl)amino]-4-methyl-1-[(phenylmethyl)oxy]-2-azetidinone (0.848 g) in absolute ethanol (20 ml) under nitrogen is added 1,4-cyclohexadiene (8 ml) and freshly prepared palladium black (approximately 0.85 g). After one hour the reaction mixture is filtered and evaporated to a solid (0.605 g). Reactants: O (water), CC(C)([O-])C.[K+] (potassium t-butoxide), [Cl-].COC[P+](C1=CC=CC=C1)(C1=CC=CC=C1)C1=CC=CC=C1 (methoxymethyltriphenylphosphonium chloride), C(CC)[Si]1(CCC(CC1)=O)C1=CC=CC=C1 (4-n-propyl-4-phenyl-4-silacyclohexanone). Solvent: C1CCOC1 (THF), C1CCOC1 (THF). Run at time 2 hour. Product: C(CC)[Si]1(CCC(CC1)C=O)C1=CC=CC=C1 (4-n-propyl-4-phenyl-4-silacyclohexane carbaldehyde). As a reaction SMILES: C[C:2](C)([O-:4])C.[K+].[Cl-].COC[P+](C1C=CC=CC=1)(C1C=CC=CC=1)C1C=CC=CC=1.[CH2:30]([Si:33]1([C:40]2[CH:45]=[CH:44][CH:43]=[CH:42][CH:41]=2)[CH2:38][CH2:37][C:36](=O)[CH2:35][CH2:34]1)[CH2:31][CH3:32].O>C1COCC1>[CH2:30]([Si:33]1([C:40]2[CH:45]=[CH:44][CH:43]=[CH:42][CH:41]=2)[CH2:38][CH2:37][CH:36]([CH:2]=[O:4])[CH2:35][CH2:34]1)[CH2:31][CH3:32] |f:0.1,2.3|. Procedure: 12 g of potassium t-butoxide was added to a mixture of 35 g of methoxymethyltriphenylphosphonium chloride and 200 ml of THF to prepare an orange ylide solution. A solution of 23 g of 4-n-propyl-4-phenyl-4-silacyclohexanone in 50 ml of THF was added to the ylide solution and agitated at room temperature for 2 hours. Thereafter, the mixture was poured into iced water and extracted with methylene chloride, followed by washing, drying and concentration by a usual manner. n-Hexane was added to the re... Reactants: FC=1C=C2C(=CNC2=CC1)CC(=O)OC(C)(C)C (t-butyl [5-fluoro-indol-3-yl]-acetate), C(C1=CC=CC=C1)(=O)Cl (benzoyl chloride). Product: FC=1C=C2C(=CN(C2=CC1)C(C1=CC=CC=C1)=O)CC(=O)OC(C)(C)C (t-Butyl [5-fluoro-1-benzoyl-indol-3-yl]-acetate). As a reaction SMILES: [F:1][C:2]1[CH:3]=[C:4]2[C:8](=[CH:9][CH:10]=1)[NH:7][CH:6]=[C:5]2[CH2:11][C:12]([O:14][C:15]([CH3:18])([CH3:17])[CH3:16])=[O:13].[C:19](Cl)(=[O:26])[C:20]1[CH:25]=[CH:24][CH:23]=[CH:22][CH:21]=1>>[F:1][C:2]1[CH:3]=[C:4]2[C:8](=[CH:9][CH:10]=1)[N:7]([C:19](=[O:26])[C:20]1[CH:25]=[CH:24][CH:23]=[CH:22][CH:21]=1)[CH:6]=[C:5]2[CH2:11][C:12]([O:14][C:15]([CH3:18])([CH3:17])[CH3:16])=[O:13]. Procedure: Prepare by a method similar to Example 116 using t-butyl [5-fluoro-indol-3-yl]-acetate and benzoyl chloride.